From a dataset of the Open Reaction Database (ORD), a public repository of structured organic reaction records. describe an organic reaction: reactants, conditions, products, and yield Starting materials: Cc1cc(N(Cc2ccccc2)Cc2ccccc2)c(C)cc1I, [Li]CCCC, CN(C)C=O, Cc1ccccc1, Cl. Product: Cc1cc(N(Cc2ccccc2)Cc2ccccc2)c(C)cc1C=O. As a reaction SMILES: [CH2:1]([c:2]1[cH:3][cH:4][cH:5][cH:6][cH:7]1)[N:8]([c:9]1[c:10]([CH3:17])[cH:11][c:12]([I:16])[c:13]([CH3:15])[cH:14]1)[CH2:18][c:19]1[cH:20][cH:21][cH:22][cH:23][cH:24]1.[CH2:25]([Li:26])[CH2:27][CH2:28][CH3:29].[CH3:30][N:31]([CH:32]=[O:33])[CH3:34].[CH3:36][c:37]1[cH:38][cH:39][cH:40][cH:41][cH:42]1.[ClH:35]>>[CH2:1]([c:2]1[cH:3][cH:4][cH:5][cH:6][cH:7]1)[N:8]([c:9]1[c:10]([CH3:17])[cH:11][c:12]([CH:32]=[O:33])[c:13]([CH3:15])[cH:14]1)[CH2:18][c:19]1[cH:20][cH:21][cH:22][cH:23][cH:24]1.